From a dataset of the Open Reaction Database (ORD), a public repository of structured organic reaction records. describe an organic reaction: reactants, conditions, products, and yield Reactants: OCCCCCCCl, [Na+], [OH-], O=C(O)CS. Yields the product O=C(O)CSCCCCCCO. As a reaction SMILES: [Cl:1][CH2:2][CH2:3][CH2:4][CH2:5][CH2:6][CH2:7][OH:8].[Na+:15].[OH-:14].[SH:9][CH2:10][C:11](=[O:12])[OH:13]>>[CH2:2]([CH2:3][CH2:4][CH2:5][CH2:6][CH2:7][OH:8])[S:9][CH2:10][C:11](=[O:12])[OH:13].